Dataset: the Open Reaction Database (ORD), a public repository of structured organic reaction records. Task: describe an organic reaction: reactants, conditions, products, and yield Reactants: ClCCl, O=C(O)C(F)(F)F, CC(C)[Si](C(C)C)(C(C)C)n1ccc2c(-c3cc(O)cc(Nc4ccc(O)nc4)c3)cccc21. The product is Oc1cc(Nc2ccc(O)nc2)cc(-c2cccc3[nH]ccc23)c1. RXN SMILES: [Cl:42][CH2:43][Cl:44].[F:35][C:36]([F:37])([F:38])[C:39]([OH:40])=[O:41].[OH:1][c:2]1[cH:3][c:4]([NH:27][c:28]2[cH:29][cH:30][c:31]([OH:34])[n:32][cH:33]2)[cH:5][c:6](-[c:8]2[c:9]3[cH:10][cH:11][n:12]([Si:17]([CH:18]([CH3:19])[CH3:20])([CH:21]([CH3:22])[CH3:23])[CH:24]([CH3:25])[CH3:26])[c:13]3[cH:14][cH:15][cH:16]2)[cH:7]1>>[OH:1][c:2]1[cH:3][c:4]([NH:27][c:28]2[cH:29][cH:30][c:31]([OH:34])[n:32][cH:33]2)[cH:5][c:6](-[c:8]2[c:9]3[cH:10][cH:11][nH:12][c:13]3[cH:14][cH:15][cH:16]2)[cH:7]1. The reactants are O (water), C(C)S (Ethyl mercaptan), BrC1=C(C(=O)OCC)C=CC(=C1OC)Br (ethyl 2,4-dibromo-3-methoxybenzoate), C([O-])([O-])=O.[K+].[K+] (potassium carbonate). As a reaction SMILES: [CH2:1]([SH:3])[CH3:2].[Br:4][C:5]1[C:15]([O:16][CH3:17])=[C:14](Br)[CH:13]=[CH:12][C:6]=1[C:7]([O:9][CH2:10][CH3:11])=[O:8].C(=O)([O-])[O-].[K+].[K+].O>CN(C)C=O>[Br:4][C:5]1[C:15]([O:16][CH3:17])=[C:14]([S:3][CH2:1][CH3:2])[CH:13]=[CH:12][C:6]=1[C:7]([O:9][CH2:10][CH3:11])=[O:8] |f:2.3.4|. Run in CN(C=O)C (dimethylformamide). The product is BrC1=C(C(=O)OCC)C=CC(=C1OC)SCC (ethyl 2-bromo-4-(ethylsulphenyl)-3-methoxybenzoate). Procedure details: Ethyl mercaptan (5 ml) was added to a suspension of ethyl 2,4-dibromo-3-methoxybenzoate (10.0 g) and potassium carbonate (9.0 g) in dimethylformamide (DMF). The mixture was stirred at room temperature for 48 hours, water was added and the mixture was extracted with ether, washed with water, dried (MgSO4) and filtered. The filtrate was evaporated to dryness and the residue was purified by medium pressure chromatography eluted with a mixture of ethyl acetate and cyclohexane to give ethyl 2-bromo-4... Conditions: time 48 hour. Starting materials: C(C1=CC=CC=C1)OCC=CC=O (4-benzyloxy-but-2-enal), ClC1=CC=C2C=CNC2=C1 (6-chloro-1H-indole), [N+](=O)([O-])C1=C(C(=O)O)C=CC(=C1)[N+](=O)[O-] (2,4-dinitrobenzoic acid), C(C1=CC=CC=C1)[C@H]1C(N([C@H](N1)C(C)(C)C)C)=O ((2S,5S)-5-benzyl-2-tert-butyl-3-methyl-imidazolidin-4-one). Solvent: C(Cl)Cl (CH2Cl2), C(C)(C)O (isopropanol), C(Cl)Cl (CH2Cl2). Product: C(C1=CC=CC=C1)OC[C@H](CC=O)C1=CNC2=CC(=CC=C12)Cl ((R)-4-Benzyloxy-3-(6-chloro-1H-indol-3-yl)-butanal). Isolated yield 75.7%. RXN SMILES: [CH2:1]([O:8][CH2:9][CH:10]=[CH:11][CH:12]=[O:13])[C:2]1[CH:7]=[CH:6][CH:5]=[CH:4][CH:3]=1.[Cl:14][C:15]1[CH:23]=[C:22]2[C:18]([CH:19]=[CH:20][NH:21]2)=[CH:17][CH:16]=1.[N+](C1C=C([N+]([O-])=O)C=CC=1C(O)=O)([O-])=O.C([C@@H]1N[C@H](C(C)(C)C)N(C)C1=O)C1C=CC=CC=1>C(Cl)Cl.C(O)(C)C>[CH2:1]([O:8][CH2:9][C@@H:10]([C:19]1[C:18]2[C:22](=[CH:23][C:15]([Cl:14])=[CH:16][CH:17]=2)[NH:21][CH:20]=1)[CH2:11][CH:12]=[O:13])[C:2]1[CH:7]=[CH:6][CH:5]=[CH:4][CH:3]=1. Procedure details: Prepared according to the general procedure from 4-benzyloxy-but-2-enal (143 mg, 0.750 mmol), 6-chloro-1H-indole (75.8, 0.500 mmol), 2,4-dinitrobenzoic acid (21.2 mg, 0.100 mmol) and (2S,5S)-5-benzyl-2-tert-butyl-3-methyl-imidazolidin-4-one (24.6 mg, 0.100 mmol) in CH2Cl2 (0.90 mL) and isopropanol (0.10 mL) at −60° C. for 12.75 h to provide, after silica gel chromatography (CH2Cl2), the title compound as a colorless oil (124 mg, 73% yield, 97% ee) after silica gel chromatography in CH2Cl2. IR (f... The reactants are O=C(O)C1(C(O)CCCCc2ccccc2)CCCC1, O=S(=O)(Cl)c1ccccc1, c1ccncc1. Product: O=C1OC(CCCCc2ccccc2)C12CCCC2. Reaction SMILES: [OH:1][CH:2]([CH2:3][CH2:4][CH2:5][CH2:6][c:7]1[cH:8][cH:9][cH:10][cH:11][cH:12]1)[C:13]1([C:18](=[O:19])[OH:20])[CH2:14][CH2:15][CH2:16][CH2:17]1.[c:21]1([S:22]([Cl:23])(=[O:24])=[O:25])[cH:26][cH:27][cH:28][cH:29][cH:30]1.[cH:31]1[cH:32][cH:33][n:34][cH:35][cH:36]1>>[CH:2]1([CH2:3][CH2:4][CH2:5][CH2:6][c:7]2[cH:8][cH:9][cH:10][cH:11][cH:12]2)[C:13]2([CH2:14][CH2:15][CH2:16][CH2:17]2)[C:18](=[O:19])[O:20]1.